Dataset: the Open Reaction Database (ORD), a public repository of structured organic reaction records. Task: describe an organic reaction: reactants, conditions, products, and yield Reactants: C(C)(C)(C)OC(=O)NC1C=C(C=CC1)C(=O)OC (methyl 3-(tert-butoxycarbonylamino)-1,5-cyclohexadienecarboxylate), [OH-].[Na+] (sodium hydroxide), Cl (hydrochloric acid). Solvent: CO (methanol), O (water). Run at temperature 25 celsius, time 3 hour. Product: Cl.NC1C=C(C=CC1)C(=O)O (3-amino-1,5-cyclohexadiene carboxylic acid hydrochloride). Reaction SMILES: C(OC([NH:8][CH:9]1[CH2:14][CH:13]=[CH:12][C:11]([C:15]([O:17]C)=[O:16])=[CH:10]1)=O)(C)(C)C.[OH-].[Na+].[ClH:21]>CO.O>[ClH:21].[NH2:8][CH:9]1[CH2:14][CH:13]=[CH:12][C:11]([C:15]([OH:17])=[O:16])=[CH:10]1 |f:1.2,6.7|. Procedure details: 1.4 g of methyl 3-(tert-butoxycarbonylamino)-1,5-cyclohexadienecarboxylate is treated with 164 mg of sodium hydroxide in 2 ml of methanol and 1 ml of water. The solution is stirred at about 25° C. for 3 hours, acidified to a pH of 3 with dilute hydrochloric acid and evaporated to dryness in vacuo. The residue is treated with 7 ml of methanol and 3.5 ml of 5% hydrochloric acid for 24 hours at 25° C. after which the solution is concentrated and washed with ether. The aqueous phase is evaporated in... Reactants: COC(=O)CCc1ccc(Oc2ccccc2)cc1, CC[O-], CCO, NC(N)=O, [Na+]. Yields the product NC(=O)NC(=O)CCc1ccc(Oc2ccccc2)cc1. RXN SMILES: [CH3:1][O:2][C:3]([CH2:4][CH2:5][c:6]1[cH:7][cH:8][c:9]([O:12][c:13]2[cH:14][cH:15][cH:16][cH:17][cH:18]2)[cH:10][cH:11]1)=[O:19].[CH3:25][CH2:26][O-:27].[CH3:28][CH2:29][OH:30].[NH2:20][C:21]([NH2:22])=[O:23].[Na+:24]>>[C:3]([CH2:4][CH2:5][c:6]1[cH:7][cH:8][c:9]([O:12][c:13]2[cH:14][cH:15][cH:16][cH:17][cH:18]2)[cH:10][cH:11]1)(=[O:19])[NH:20][C:21]([NH2:22])=[O:23]. Starting materials: Cl (hydrochloric acid), P(=O)(Cl)(Cl)Cl (phosphorus oxychloride), C(C=C)OC(=O)N(CC(=O)O)C (N-allyloxycarbonyl-N-methylglycine), C(C=C)OC(=O)N1[C@@H](CCC1)C=C(C(C)=O)C ((2S)-1-allyloxycarbonyl-2-(2-methyl-3-oxo-1-butenyl)pyrrolidine), C1(=CC=CC=C1)P(C1=CC=CC=C1)C1=CC=CC=C1 (triphenylphosphine), CC1(CC(CC(C1)=O)=O)C (5,5-dimethyl-1,3-cyclohexanedione), solution A. The reagents and catalysts are C=1C=CC(=CC1)[P](C=2C=CC=CC2)(C=3C=CC=CC3)[Pd]([P](C=4C=CC=CC4)(C=5C=CC=CC5)C=6C=CC=CC6)([P](C=7C=CC=CC7)(C=8C=CC=CC8)C=9C=CC=CC9)[P](C=1C=CC=CC1)(C=1C=CC=CC1)C=1C=CC=CC1 (tetrakis(triphenylphosphine)palladium(0)). The solvent is O1CCCC1 (tetrahydrofuran), CN(C=O)C (dimethylformamide), O1CCCC1 (tetrahydrofuran), O1CCCC1 (tetrahydrofuran), C(C)(=O)O (acetic acid), O (water), C(C)(=O)OCC (ethyl acetate). Conditions: temperature 5 celsius, time 30 minute. The product is C(C=C)OC(=O)N(C)CC(=O)N1[C@@H](CCC1)C=C(C(C)=O)C ((2S)-1-(N-allyloxycarbonyl-N-methylaminoacetyl)-2-(2-methyl-3-oxo-1-butenyl)pyrrolidine). The yield is 26.2%. As a reaction SMILES: P(Cl)(Cl)(Cl)=O.[CH2:6]([O:9][C:10]([N:12]([CH3:17])[CH2:13][C:14]([OH:16])=O)=[O:11])[CH:7]=[CH2:8].C(OC([N:24]1[CH2:28][CH2:27][CH2:26][C@H:25]1[CH:29]=[C:30]([CH3:34])[C:31](=[O:33])[CH3:32])=O)C=C.C1(P(C2C=CC=CC=2)C2C=CC=CC=2)C=CC=CC=1.CC1(C)CC(=O)CC(=O)C1.Cl>O1CCCC1.C1C=CC([P]([Pd]([P](C2C=CC=CC=2)(C2C=CC=CC=2)C2C=CC=CC=2)([P](C2C=CC=CC=2)(C2C=CC=CC=2)C2C=CC=CC=2)[P](C2C=CC=CC=2)(C2C=CC=CC=2)C2C=CC=CC=2)(C2C=CC=CC=2)C2C=CC=CC=2)=CC=1.O.C(OCC)(=O)C.C(O)(=O)C.CN(C)C=O>[CH2:6]([O:9][C:10]([N:12]([CH2:13][C:14]([N:24]1[CH2:28][CH2:27][CH2:26][C@H:25]1[CH:29]=[C:30]([CH3:34])[C:31](=[O:33])[CH3:32])=[O:16])[CH3:17])=[O:11])[CH:7]=[CH2:8] |^1:73,75,94,113|. Reported procedure: To a mixture of dimethylformamide (4.2 ml) and tetrahydrofuran (10 ml) was added phosphorus oxychloride (4.2 ml) at 5° C. After stirring at 5° C. for 30 minutes, to the mixture were added successively tetrahydrofuran (60 ml) and N-allyloxycarbonyl-N-methylglycine (8.7 g). The mixture was stirred for 30 minutes at 5° C. (solution A). To a solution of (2S)-1-allyloxycarbonyl-2-(2-methyl-3-oxo-1-butenyl)pyrrolidine (10.0 g) in tetrahydrofuran (160 ml) were added successively triphenylphosphine (5.5... Starting materials: C(c1c[nH]c2ccc(cc12)[Br])=O, CC1=CN=C(C=C1)N, [C-]#[N+]C1CCCCC1. Reagents/catalysts: O=C(O)C(F)(F)F (trifluoroacetic acid). Run in CC(C)O (isopropyl alcohol), CC(C)O (isopropylalcohol). Conditions: temperature 22 celsius, time 20 hour. Yields the product Cc1ccc2nc(c3c[nH]c4ccc(cc34)[Br])c(NC3CCCCC3)n2c1. Isolated yield 12.2%. Reaction SMILES: CC1=CC=C(N)N=C1.[C-]#[N+]C1CCCCC1.BrC1=CC2=C(NC=C2C=O)C=C1>>CC1=CN2C(C=C1)=NC(C1=CNC3=CC=C(Br)C=C13)=C2NC1CCCCC1. The reactants are O=C(Cl)CCl, Fc1ccc(-c2ccc3cc[nH]c3c2)cc1, C1COCCO1, O, c1ccncc1. The product is O=C(Cl)Cc1c[nH]c2cc(-c3ccc(F)cc3)ccc12. Reaction SMILES: [Cl:23][CH2:24][C:25](=[O:26])[Cl:27].[F:1][c:2]1[cH:3][cH:4][c:5](-[c:8]2[cH:9][cH:10][c:11]3[cH:12][cH:13][nH:14][c:15]3[cH:16]2)[cH:6][cH:7]1.[O:29]1[CH2:30][CH2:31][O:32][CH2:33][CH2:34]1.[OH2:28].[cH:17]1[cH:18][cH:19][n:20][cH:21][cH:22]1>>[F:1][c:2]1[cH:3][cH:4][c:5](-[c:8]2[cH:9][cH:10][c:11]3[c:12]([CH2:24][C:25](=[O:26])[Cl:27])[cH:13][nH:14][c:15]3[cH:16]2)[cH:6][cH:7]1. Reactants: N1C=C(C2=CC=CC=C12)CCCCC(=O)O (5-(1H-Indol-3-yl)pentanoic acid), C([O-])([O-])=O.[Cs+].[Cs+] (caesium carbonate), ClCC#N (chloroacetonitrile), [I-].[K+] (potassium iodide). Solvent: CC(=O)C (acetone), CN(C=O)C (dimethylformamide). Conditions: time 6.5 hour. Yields the product C(#N)COC(CCCCC1=CNC2=CC=CC=C12)=O (5-(1H-Indol-3-yl)pentanoic acid cyanomethyl ester). Yield: 77.0%. Reaction SMILES: [NH:1]1[C:9]2[C:4](=[CH:5][CH:6]=[CH:7][CH:8]=2)[C:3]([CH2:10][CH2:11][CH2:12][CH2:13][C:14]([OH:16])=[O:15])=[CH:2]1.C(=O)([O-])[O-].[Cs+].[Cs+].Cl[CH2:24][C:25]#[N:26].[I-].[K+]>CC(C)=O.CN(C)C=O>[C:25]([CH2:24][O:15][C:14](=[O:16])[CH2:13][CH2:12][CH2:11][CH2:10][C:3]1[C:4]2[C:9](=[CH:8][CH:7]=[CH:6][CH:5]=2)[NH:1][CH:2]=1)#[N:26] |f:1.2.3,5.6|. Procedure details: 5-(1H-Indol-3-yl)pentanoic acid (5 g, 23 mmol) was dissolved in a mixture of acetone (25 ml) and dimethylformamide (25 ml), and caesium carbonate (3.75 g, 11.5 mmol), chloroacetonitrile (2.16 ml, 34.5 mmol) and potassium iodide (20 mg) were added in succession. After 6.5 h at 60° C. and 16 h at RT, the solid residues were filtered off and washed with acetone (2×30 ml) and the filtrate was concentrated. The crude product was purified by chromatography on silica gel (130 g) with EA/cyclohexane (1:...